From a dataset of the Open Reaction Database (ORD), a public repository of structured organic reaction records. describe an organic reaction: reactants, conditions, products, and yield Reactants: NC1=C(C#N)C=C(C=C1)Br (2-amino-5-bromobenzonitrile), CCN(C(C)C)C(C)C (DIPEA), S1C(=CC=C1)C(=O)Cl (thiophene-2-carbonyl chloride). The solvent is C(Cl)Cl (DCM). Reaction conditions: time 8 hour. Product: BrC1=CC(=C(C=C1)NC(=O)C=1SC=CC1)C#N (N-(4-bromo-2-cyanophenyl)thiophene-2-carboxamide). The yield is 7.7%. RXN SMILES: [NH2:1][C:2]1[CH:9]=[CH:8][C:7]([Br:10])=[CH:6][C:3]=1[C:4]#[N:5].CCN(C(C)C)C(C)C.[S:20]1[CH:24]=[CH:23][CH:22]=[C:21]1[C:25](Cl)=[O:26]>C(Cl)Cl>[Br:10][C:7]1[CH:8]=[CH:9][C:2]([NH:1][C:25]([C:21]2[S:20][CH:24]=[CH:23][CH:22]=2)=[O:26])=[C:3]([C:4]#[N:5])[CH:6]=1. Procedure: To a solution of 2-amino-5-bromobenzonitrile (1 g, 5.1 mmol) in 20 mL of DCM, DIPEA (27.9 mmol, 5.5 eq.) was added followed by thiophene-2-carbonyl chloride (25.4 mmol, 5.0 eq.). The reaction was stirred at room temperature overnight. The organic solution of the crude reaction mixture was extracted twice with aqueous HCl (0.1 M), twice with aqueous sodium hydroxide (0.1 M), and once with a saturated aqueous solution of sodium chloride. The organic layer was dried with magnesium sulfate, filtered... The reactants are OS(=O)(=O)[O-].[Na+] (NaHSO4), BrC1=C(C(=C(C2=CC=CC=C12)C1=CC=C(C=C1)Cl)C(C=O)O[Si](C)(C)C(C)(C)C)C (2-(4-bromo-1-(4-chlorophenyl)-3-methylnaphthalen-2-yl)-2-(tert-butyldimethylsilyl-oxy)acetaldehyde), Cl(=O)[O-].[Na+] (sodium chlorite), CC(C)=CC (2-methyl-2-butene), P(=O)(O)(O)[O-].[Na+] (sodium dihydrogen phosphate). Solvent: C(Cl)Cl (DCM), C(Cl)Cl (DCM). Reaction conditions: time 8 hour. Yields the product BrC1=C(C(=C(C2=CC=CC=C12)C1=CC=C(C=C1)Cl)C(C(=O)O)O[Si](C)(C)C(C)(C)C)C (2-(4-bromo-1-(4-chlorophenyl)-3-methylnaphthalen-2-yl)-2-(tert-butyldimethylsilyloxy)acetic acid). As a reaction SMILES: [Br:1][C:2]1[C:11]2[C:6](=[CH:7][CH:8]=[CH:9][CH:10]=2)[C:5]([C:12]2[CH:17]=[CH:16][C:15]([Cl:18])=[CH:14][CH:13]=2)=[C:4]([CH:19]([O:22][Si:23]([C:26]([CH3:29])([CH3:28])[CH3:27])([CH3:25])[CH3:24])[CH:20]=[O:21])[C:3]=1[CH3:30].CC(=CC)C.P([O-])(O)(O)=[O:37].[Na+].Cl([O-])=O.[Na+].OS([O-])(=O)=O.[Na+]>C(Cl)Cl>[Br:1][C:2]1[C:11]2[C:6](=[CH:7][CH:8]=[CH:9][CH:10]=2)[C:5]([C:12]2[CH:13]=[CH:14][C:15]([Cl:18])=[CH:16][CH:17]=2)=[C:4]([CH:19]([O:22][Si:23]([C:26]([CH3:27])([CH3:29])[CH3:28])([CH3:24])[CH3:25])[C:20]([OH:37])=[O:21])[C:3]=1[CH3:30] |f:2.3,4.5,6.7|. Reported procedure: A DCM solution (8.0 mL) of 2-(4-bromo-1-(4-chlorophenyl)-3-methylnaphthalen-2-yl)-2-(tert-butyldimethylsilyl-oxy)acetaldehyde (0.65 g, 1.29 mmol) was combined with 2-methyl-2-butene (1.5 mL, 14.1 mmol), sodium dihydrogen phosphate (8.0 mL, 1.0 M) and sodium chlorite (1.37 g, 14.46 mmol) and stirred vigorously overnight. The mixture was diluted 200% with DCM, the acidity adjusted to pH<5 with 2 M NaHSO4 and extracted with DCM (3×20 mL). The extracts were combined dried and concentrated under vacu... Starting materials: CCOC(=O)CP(=O)(OCC)OCC, O=Cc1ccc(Oc2ccc([N+](=O)[O-])cc2)c(Cl)c1Cl, [H-], [Na+], C1CCOC1, O. The product is CCOC(=O)C=Cc1ccc(Oc2ccc([N+](=O)[O-])cc2)c(Cl)c1Cl. RXN SMILES: [CH3:8][CH2:9][O:10][C:11](=[O:12])[CH2:13][P:14]([O:15][CH2:16][CH3:17])([O:18][CH2:19][CH3:20])=[O:21].[Cl:22][c:23]1[c:24]([CH:25]=[O:26])[cH:27][cH:28][c:29]([O:32][c:33]2[cH:34][cH:35][c:36]([N+:39](=[O:40])[O-:41])[cH:37][cH:38]2)[c:30]1[Cl:31].[H-:2].[Na+:1].[O:3]1[CH2:4][CH2:5][CH2:6][CH2:7]1.[OH2:42]>>[CH3:8][CH2:9][O:10][C:11](=[O:12])[CH:13]=[CH:25][c:24]1[c:23]([Cl:22])[c:30]([Cl:31])[c:29]([O:32][c:33]2[cH:34][cH:35][c:36]([N+:39](=[O:40])[O-:41])[cH:37][cH:38]2)[cH:28][cH:27]1. Reactants: C([O-])([O-])=O.[Na+].[Na+] (sodium carbonate), BrC=1C=C(C=CC1N1CCN(CC1)C)NC=1C(=NC=C(N1)OC1=CC(=CC=C1)[N+](=O)[O-])C(=O)N (3-{[3-bromo-4-(4-methylpiperazin-1-yl)phenyl]amino}-5-(3-nitrophenoxy)pyrazine-2-carboxamide), CN1C(CCC1)=O (N-methylpyrrolidone), N1=CC=C(C=C1)B(O)O (pyridin-4-ylboronic acid), tetrakistriphenylphosphine palladium (0). Run in O (water). Reaction conditions: temperature 140 celsius, time 1 hour. The product is CN1CCN(CC1)C1=C(C=C(C=C1)NC=1C(=NC=C(N1)OC1=CC(=CC=C1)[N+](=O)[O-])C(=O)N)C1=CC=NC=C1 (3-{[4-(4-methylpiperazin-1-yl)-3-(pyridin-4-yl)phenyl]amino}-5-(3-nitrophenoxy)pyrazine-2-carboxamide). Reaction SMILES: Br[C:2]1[CH:3]=[C:4]([NH:15][C:16]2[C:17]([C:32]([NH2:34])=[O:33])=[N:18][CH:19]=[C:20]([O:22][C:23]3[CH:28]=[CH:27][CH:26]=[C:25]([N+:29]([O-:31])=[O:30])[CH:24]=3)[N:21]=2)[CH:5]=[CH:6][C:7]=1[N:8]1[CH2:13][CH2:12][N:11]([CH3:14])[CH2:10][CH2:9]1.[CH3:35][N:36]1[CH2:40][CH2:39][CH2:38][C:37]1=O.N1C=CC(B(O)O)=CC=1.C(=O)([O-])[O-].[Na+].[Na+]>O>[CH3:14][N:11]1[CH2:12][CH2:13][N:8]([C:7]2[CH:6]=[CH:5][C:4]([NH:15][C:16]3[C:17]([C:32]([NH2:34])=[O:33])=[N:18][CH:19]=[C:20]([O:22][C:23]4[CH:28]=[CH:27][CH:26]=[C:25]([N+:29]([O-:31])=[O:30])[CH:24]=4)[N:21]=3)=[CH:3][C:2]=2[C:39]2[CH:40]=[CH:35][N:36]=[CH:37][CH:38]=2)[CH2:9][CH2:10]1 |f:3.4.5|. Procedure details: To a mixture of 3-{[3-bromo-4-(4-methylpiperazin-1-yl)phenyl]amino}-5-(3-nitrophenoxy)pyrazine-2-carboxamide (500 mg), and N-methylpyrrolidone (5 mL) were added pyridin-4-ylboronic acid (407 mg), tetrakistriphenylphosphine palladium (0) (164 mg), and a 2 M aqueous sodium carbonate solution (2.84 mL), followed by stirring in a microwave reaction device at 140° C. for 1 hour. To the reaction mixture was added water, followed by extraction with ethyl acetate. The organic phase was washed with satur... Yields the product COC(=O)c1cc2c([nH]1)CCCC2=Cc1ccccc1. As a reaction SMILES: [CH2:47]1[O:48][CH2:49][CH2:50][CH2:51]1.[CH3:2][CH2:3][CH2:4][CH2:5][N+:6]([CH2:7][CH2:8][CH2:9][CH3:10])([CH2:11][CH2:12][CH2:13][CH3:14])[CH2:15][CH2:16][CH2:17][CH3:18].[CH:19]([c:20]1[cH:21][cH:22][cH:23][cH:24][cH:25]1)=[C:26]1[c:27]2[cH:28][c:29]([C:43](=[O:44])[O:45][CH3:46])[n:30]([CH2:35][O:36][CH2:37][CH2:38][Si:39]([CH3:40])([CH3:41])[CH3:42])[c:31]2[CH2:32][CH2:33][CH2:34]1.[F-:1]>>[CH:19]([c:20]1[cH:21][cH:22][cH:23][cH:24][cH:25]1)=[C:26]1[c:27]2[cH:28][c:29]([C:43](=[O:44])[O:45][CH3:46])[nH:30][c:31]2[CH2:32][CH2:33][CH2:34]1. Reactants: C1CCOC1, CCCC[N+](CCCC)(CCCC)CCCC, COC(=O)c1cc2c(n1COCC[Si](C)(C)C)CCCC2=Cc1ccccc1, [F-]. Starting materials: ClC=1C(=CC2=C(SC(=C2C)C)C1Cl)O (6,7-dichloro-5-hydroxy-2,3-dimethylbenzo[b]thiophene), BrCC(=O)OCC (ethyl bromoacetate), CN(C=O)C (dimethylformamide), C([O-])([O-])=O.[K+].[K+] (potassium carbonate). The solvent is CC(CC)=O (2-butanone). Conditions: time 2 hour. Yields the product C(C)OC(COC1=CC2=C(SC(=C2C)C)C(=C1Cl)Cl)=O (ethyl[(6,7-dichloro-2,3-dimethylbenzo[b]thien-5-yl)oxy]acetate). Isolated yield 85.4%. As a reaction SMILES: [Cl:1][C:2]1[C:3]([OH:14])=[CH:4][C:5]2[C:9]([CH3:10])=[C:8]([CH3:11])[S:7][C:6]=2[C:12]=1[Cl:13].Br[CH2:16][C:17]([O:19][CH2:20][CH3:21])=[O:18].C(=O)([O-])[O-].[K+].[K+].CN(C)C=O>CC(=O)CC>[CH2:20]([O:19][C:17](=[O:18])[CH2:16][O:14][C:3]1[C:2]([Cl:1])=[C:12]([Cl:13])[C:6]2[S:7][C:8]([CH3:11])=[C:9]([CH3:10])[C:5]=2[CH:4]=1)[CH3:21] |f:2.3.4|. Procedure details: To a mixture of 22.4 g of 6,7-dichloro-5-hydroxy-2,3-dimethylbenzo[b]thiophene is added a mixture of 18.23 g of ethyl bromoacetate in 100 ml of 2-butanone, followed by 15 g of potassium carbonate and 7.5 ml of sieve-dried dimethylformamide. The reaction mixture is stirred at 95°-100° for 21/2 hrs, allowed to cool and filtered. To the filtrate is added 100 ml of water and the mixture is extracted with ethyl ether. The organic layers are separated, washed, dried over anhydrous magnesium sulfate, f...